From a dataset of the Open Reaction Database (ORD), a public repository of structured organic reaction records. describe an organic reaction: reactants, conditions, products, and yield The reactants are CO, [H][H], NCC1CN(Cc2ccccc2)CC1c1ccccc1. Yields the product NCC1CNCC1c1ccccc1. As a reaction SMILES: [CH3:23][OH:24].[H:21][H:22].[c:1]1([CH:7]2[CH:8]([CH2:19][NH2:20])[CH2:9][N:10]([CH2:12][c:13]3[cH:14][cH:15][cH:16][cH:17][cH:18]3)[CH2:11]2)[cH:2][cH:3][cH:4][cH:5][cH:6]1>>[c:1]1([CH:7]2[CH:8]([CH2:19][NH2:20])[CH2:9][NH:10][CH2:11]2)[cH:2][cH:3][cH:4][cH:5][cH:6]1. Reactants: N(=[N+]=[N-])[C@@H](CCO)[C@@H](CO)N=[N+]=[N-] (3,4-diazido-2,3,4-trideoxy-D-erythro-pentitol). Reagents/catalysts: [Pt](=O)=O (platinum dioxide). Run in C(C)O (ethanol). Yields the product N[C@@H](CCO)[C@@H](CO)N (3,4-diamino-2,3,4-trideoxy-D-erythro-pentitol). RXN SMILES: [N:1]([C@H:4]([C@H:8]([N:11]=[N+]=[N-])[CH2:9][OH:10])[CH2:5][CH2:6][OH:7])=[N+]=[N-]>C(O)C.[Pt](=O)=O>[NH2:1][C@H:4]([C@H:8]([NH2:11])[CH2:9][OH:10])[CH2:5][CH2:6][OH:7]. Procedure: A 10 g portion of 3,4-diazido-2,3,4-trideoxy-D-erythro-pentitol, dibenzeate was dissolved in 35 ml of ethanol, a 1.8 g portion of platinum dioxide added and the mixture reduced in a Parr shaker overnight. The catalyst was removed by filtration and the filtrate evaporated to dryness, giving 4.36 g of 3,4-diamino-2,3,4-trideoxy-D-erythro-pentitol, 1,5-dibenzerate. Product: O=[N+]([O-])c1cccc2nn(CCN3CCCC3)cc12. The reactants are O=C([O-])[O-], CN(C)C=O, ClCCN1CCCC1, Cl, [K+], [K+], O=[N+]([O-])c1cccc2[nH]ncc12. RXN SMILES: [C:13](=[O:14])([O-:15])[O-:16].[CH3:28][N:29]([CH3:30])[CH:31]=[O:32].[Cl:20][CH2:21][CH2:22][N:23]1[CH2:24][CH2:25][CH2:26][CH2:27]1.[ClH:19].[K+:17].[K+:18].[N+:1](=[O:2])([O-:3])[c:4]1[c:5]2[cH:6][n:7][nH:8][c:9]2[cH:10][cH:11][cH:12]1>>[N+:1](=[O:2])([O-:3])[c:4]1[c:5]2[cH:6][n:7]([CH2:21][CH2:22][N:23]3[CH2:24][CH2:25][CH2:26][CH2:27]3)[n:8][c:9]2[cH:10][cH:11][cH:12]1.